The task is: describe an organic reaction: reactants, conditions, products, and yield. This data is from the Open Reaction Database (ORD), a public repository of structured organic reaction records. Reactants: O=P12OP3(=O)OP(=O)(O1)OP(=O)(O2)O3 (Phosphorus pentoxide), ClCC(=O)NCCC1=CC=C(C=C1)CC (2-chloro-N-[2-(4-ethylphenyl)ethyl]acetamide). The solvent is C=1(C(=CC=CC1)C)C (xylene). Conditions: temperature 90 celsius, time 5 minute. The product is Cl.ClCC1=NCCC2=CC=C(C=C12)CC (1-(chloromethyl)-7-ethyl-3,4-dihydroisoquinoline hydrochloride). Isolated yield 199.7%. RXN SMILES: O=P12OP3(OP(OP(O3)(O1)=O)(=O)O2)=O.[Cl:15][CH2:16][C:17]([NH:19][CH2:20][CH2:21][C:22]1[CH:27]=[CH:26][C:25]([CH2:28][CH3:29])=[CH:24][CH:23]=1)=O>C1(C)C(C)=CC=CC=1>[ClH:15].[Cl:15][CH2:16][C:17]1[C:27]2[C:22](=[CH:23][CH:24]=[C:25]([CH2:28][CH3:29])[CH:26]=2)[CH2:21][CH2:20][N:19]=1 |f:3.4|. Procedure: Phosphorus pentoxide (15.85 g) was added to a solution of 2-chloro-N-[2-(4-ethylphenyl)ethyl]acetamide (7.87 g) in xylene (140 mL) under stirring at 90° C. over 5 minutes. The reaction mixture was heated at 120° C. and stirred for 2 hours. The reaction mixture was cooled to room temperature. The supernatant was removed and the residue was washed sequentially with toluene and ether. Crushed ice (150 g) was added to the residue, followed by stirring. A 20% aqueous sodium hydroxide solution was fur... Starting materials: BrCC1=C(C=CC(=C1)C(F)(F)F)I (2-(bromomethyl)-1-iodo-4-(trifluoromethyl)benzene), C(C1=CC=CC=C1)[C@@H]1NC(OC1)=O ((S)-4-benzyl-2-oxazolidinone), [H-].[Na+] (sodium hydride). Run in C1CCOC1 (THF), C1CCOC1 (THF), C1CCOC1 (THF). Reaction conditions: time 20 minute. Yields the product C(C1=CC=CC=C1)[C@@H]1N(C(OC1)=O)CC1=C(C=CC(=C1)C(F)(F)F)I ((4S)-4-benzyl-3-[2-iodo-5-(trifluoromethyl)benzyl]1,3-oxazolidin-2-one). Reaction SMILES: [H-].[Na+].[CH2:3]([C@H:10]1[CH2:14][O:13][C:12](=[O:15])[NH:11]1)[C:4]1[CH:9]=[CH:8][CH:7]=[CH:6][CH:5]=1.Br[CH2:17][C:18]1[CH:23]=[C:22]([C:24]([F:27])([F:26])[F:25])[CH:21]=[CH:20][C:19]=1[I:28]>C1COCC1>[CH2:3]([C@H:10]1[CH2:14][O:13][C:12](=[O:15])[N:11]1[CH2:17][C:18]1[CH:23]=[C:22]([C:24]([F:25])([F:27])[F:26])[CH:21]=[CH:20][C:19]=1[I:28])[C:4]1[CH:5]=[CH:6][CH:7]=[CH:8][CH:9]=1 |f:0.1|. Reported procedure: A stirred suspension of sodium hydride (60% in oil, 27 mg, 0.68 mmol) in THF (3 mL) was treated at 0° C. with (S)-4-benzyl-2-oxazolidinone (49 mg, 0.27 mmol) dissolved in THF (1 mL), under an atmosphere of N2. The reaction was stirred for 20 min and a solution of 2-(bromomethyl)-1-iodo-4-(trifluoromethyl)benzene (100 mg, 0.27 mmol) in THF (1 mL) was added dropwise. The reaction was stirred at room temperature for 18 h. The reaction was quenched with H2O (1 mL) and partitioned between EtOAc (80 m... The reactants are C(CCC)C=1N(C(=C(N1)SC)C(=O)OCC)CC1=CC=C(C=C1)C1=C(C=CC=C1)C(=O)OC (Ethyl 2-butyl-1-[[2'-(methoxycarbonyl)-(1,1'-biphenyl)-4-yl]-methyl]-4-(methylthio)-1H-imidazole-5-carboxylate), ClC1=CC(=CC=C1)C(=O)OO (metachloroperbenzoic acid). Yields the product C(CCC)C=1N(C(=C(N1)S(=O)C)C(=O)OCC)CC1=CC=C(C=C1)C1=C(C=CC=C1)C(=O)O (Ethyl 2-butyl-1-[[2'-carboxy-(1,1'-biphenyl)-4-yl]-methyl]-4-(methylsulphinyl)-1H-imidazole-5-carboxylate). Isolated yield 259.4%. RXN SMILES: [CH2:1]([C:5]1[N:6]([CH2:17][C:18]2[CH:23]=[CH:22][C:21]([C:24]3[CH:29]=[CH:28][CH:27]=[CH:26][C:25]=3[C:30]([O:32]C)=[O:31])=[CH:20][CH:19]=2)[C:7]([C:12]([O:14][CH2:15][CH3:16])=[O:13])=[C:8]([S:10][CH3:11])[N:9]=1)[CH2:2][CH2:3][CH3:4].ClC1C=CC=C(C(OO)=[O:42])C=1>>[CH2:1]([C:5]1[N:6]([CH2:17][C:18]2[CH:23]=[CH:22][C:21]([C:24]3[CH:29]=[CH:28][CH:27]=[CH:26][C:25]=3[C:30]([OH:32])=[O:31])=[CH:20][CH:19]=2)[C:7]([C:12]([O:14][CH2:15][CH3:16])=[O:13])=[C:8]([S:10]([CH3:11])=[O:42])[N:9]=1)[CH2:2][CH2:3][CH3:4]. Reported procedure: The operation is carried out as in Example 15 starting with 1.55 g of the product obtained in Example 21 using 213 mg of metachloroperbenzoic acid. 1.8 g of crude product is obtained which is chromatographed on silica (eluant: methylene chloride--acetone (7-3)). 1.5 g of desired product is obtained. Reactants: C(CCC)[Li] (n-Butyllithium), BrC1=CC(=CC=C1)OC (1-bromo-3-methoxybenzene), Cl (hydrochloric acid), B(OC(C)C)(OC(C)C)OC(C)C (Triisopropyl borate). The solvent is CCCCCC (n-hexane), C1CCOC1 (THF). Reaction conditions: time 1 hour. The product is COC=1C=C(C=CC1)B(O)O (3-methoxyphenylboronic acid). Yield: 76.7%. RXN SMILES: C([Li])CCC.Br[C:7]1[CH:12]=[CH:11][CH:10]=[C:9]([O:13][CH3:14])[CH:8]=1.[B:15](OC(C)C)([O:20]C(C)C)[O:16]C(C)C.Cl>CCCCCC.C1COCC1>[CH3:14][O:13][C:9]1[CH:8]=[C:7]([B:15]([OH:20])[OH:16])[CH:12]=[CH:11][CH:10]=1. Procedure: n-Butyllithium in n-hexane (925.0 mL, 1.59 M) was added dropwise to a mixture of THF (1,000 mL) and 1-bromo-3-methoxybenzene (T-1) (250.0 g, 1.34 mol) at −70° C. under an atmosphere of nitrogen. After the addition had been completed, the reaction mixture was stirred at the same temperature for 1 hour. Triisopropyl borate (300.9 g, 1.60 mol) was added dropwise, and then the mixture was warmed slowly to room temperature. The stirring was continued at room temperature for 18 hours, and the reaction... Starting materials: C1(CC1)N(C(C1=CC=C(C=C1)C1=CN=CO1)=O)C1CCNCC1 (N-cyclopropyl-4-oxazol-5-yl-N-piperidin-4-yl-benzamide), ClC1=NC=C(C=N1)Cl (2,5-dichloro-pyrimidine). The product is ClC=1C=NC(=NC1)N1CCC(CC1)N(C(C1=CC=C(C=C1)C1=CN=CO1)=O)C1CC1 (N-[1-(5-Chloro-pyrimidin-2-yl)-piperidin-4-yl]-N-cyclopropyl-4-oxazol-5-yl-benzamide). RXN SMILES: [CH:1]1([N:4]([CH:18]2[CH2:23][CH2:22][NH:21][CH2:20][CH2:19]2)[C:5](=[O:17])[C:6]2[CH:11]=[CH:10][C:9]([C:12]3[O:16][CH:15]=[N:14][CH:13]=3)=[CH:8][CH:7]=2)[CH2:3][CH2:2]1.Cl[C:25]1[N:30]=[CH:29][C:28]([Cl:31])=[CH:27][N:26]=1>>[Cl:31][C:28]1[CH:27]=[N:26][C:25]([N:21]2[CH2:22][CH2:23][CH:18]([N:4]([CH:1]3[CH2:3][CH2:2]3)[C:5](=[O:17])[C:6]3[CH:7]=[CH:8][C:9]([C:12]4[O:16][CH:15]=[N:14][CH:13]=4)=[CH:10][CH:11]=3)[CH2:19][CH2:20]2)=[N:30][CH:29]=1. Procedure: The title compound is prepared from N-cyclopropyl-4-oxazol-5-yl-N-piperidin-4-yl-benzamide and 2,5-dichloro-pyrimidine following a procedure analogous to that described in Example 19. LC (method 5): tR=2.27 min; Mass spectrum (ESI+): m/z=424/426 (Cl) [M+H]+. The reactants are magnetite, NC=1C=C(OC=2C3=C(N=C(N2)NC2=C(C=C(C=C2)NC2CN(C2)CCF)OC)NC=C3)C=CC1 (N1-(4-(3-aminophenoxy)-7H-pyrrolo[2,3-d]pyrimidin-2-yl)-N4-(1-(2-fluoroethyl)azetidin-3-yl)-2-methoxybenzene-1,4-diamine), C(C)(C)N(CC)C(C)C (diisopropylethylamine), C(Cl)Cl (DCM), C(C=C)(=O)Cl (acryloyl chloride). Run in C1CCOC1 (THF). Yields the product FCCN1CC(C1)NC1=CC(=C(C=C1)NC=1N=C(C2=C(N1)NC=C2)OC=2C=C(C=CC2)NC(C=C)=O)OC (N-(3-(2 (4 (1 (2 fluoroethyl)azetidin-3-ylamino)-2-methoxyphenylamino)-7H-pyrrolo[2,3-d]pyrimidin-4-yloxy)phenyl)acrylamide). RXN SMILES: [NH2:1][C:2]1[CH:3]=[C:4]([CH:32]=[CH:33][CH:34]=1)[O:5][C:6]1[C:7]2[CH:31]=[CH:30][NH:29][C:8]=2[N:9]=[C:10]([NH:12][C:13]2[CH:18]=[CH:17][C:16]([NH:19][CH:20]3[CH2:23][N:22]([CH2:24][CH2:25][F:26])[CH2:21]3)=[CH:15][C:14]=2[O:27][CH3:28])[N:11]=1.C(N(C(C)C)CC)(C)C.C(Cl)Cl.[C:47](Cl)(=[O:50])[CH:48]=[CH2:49]>C1COCC1>[F:26][CH2:25][CH2:24][N:22]1[CH2:23][CH:20]([NH:19][C:16]2[CH:17]=[CH:18][C:13]([NH:12][C:10]3[N:11]=[C:6]([O:5][C:4]4[CH:3]=[C:2]([NH:1][C:47](=[O:50])[CH:48]=[CH2:49])[CH:34]=[CH:33][CH:32]=4)[C:7]4[CH:31]=[CH:30][NH:29][C:8]=4[N:9]=3)=[C:14]([O:27][CH3:28])[CH:15]=2)[CH2:21]1. Procedure: A 50 mL-round-bottom flask with a magnetite was charged with N1-(4-(3-aminophenoxy)-7H-pyrrolo[2,3-d]pyrimidin-2-yl)-N4-(1-(2-fluoroethyl)azetidin-3-yl)-2-methoxybenzene-1,4-diamine (125 mg, 0.27 mmol), diisopropylethylamine (43 mg, 0.33 mmol) and DCM (20 mL). The mixture was cooled with an ice bath until the temperature was below 0° C., and a solution of acryloyl chloride (33 mg, 0.33 mmol) in THF (2 mL) was added dropwise over 5 minutes. The title compound is isolated and purified by preparati... Starting materials: N1C(C(=O)N)CCCC1 (pipecolamide), C(C)(=O)OC(C)=O (acetic anhydride). Yields the product C(C)(=O)N1C(CCCC1)C#N (1-acetyl-2-cyanopiperidine). The yield is 67.0%. RXN SMILES: [NH:1]1[CH2:9][CH2:8][CH2:7][CH2:6][CH:2]1[C:3]([NH2:5])=O.[C:10](OC(=O)C)(=[O:12])[CH3:11]>>[C:10]([N:1]1[CH2:9][CH2:8][CH2:7][CH2:6][CH:2]1[C:3]#[N:5])(=[O:12])[CH3:11]. Reported procedure: An amount of 19.2 g. (0.15 moles) of pipecolamide is added portionwise to 102 g. (1.0 moles) of acetic anhydride over a 15 minute period with stirring. The temperature rises to ca. 60°C. The mixture is then heated to reflux, during which the solid dissolves and the solution turns a dark brown. After refluxing for 4 hours, the reaction mixture is subjected to vacuum distillation (first at 60 mm Hg to remove acetic acid and excess acetic anhydride, and then at 1-4 mm Hg pressure). Thus is obtained...